This data is from the Open Reaction Database (ORD), a public repository of structured organic reaction records. The task is: describe an organic reaction: reactants, conditions, products, and yield Starting materials: Cc1ccc(S(=O)(=O)Nc2ccc(C(=O)O)cc2)cc1, CN(C)C=O, CCN(C(C)C)C(C)C, ClCc1ccccc1. Yields the product Cc1ccc(S(=O)(=O)Nc2ccc(C(=O)OCc3ccccc3)cc2)cc1. RXN SMILES: [C:1](=[O:2])([OH:3])[c:4]1[cH:5][cH:6][c:7]([NH:10][S:11](=[O:12])(=[O:13])[c:14]2[cH:15][cH:16][c:17]([CH3:20])[cH:18][cH:19]2)[cH:8][cH:9]1.[CH3:38][N:39]([CH3:40])[CH:41]=[O:42].[CH:29]([N:30]([CH:31]([CH3:32])[CH3:33])[CH2:34][CH3:35])([CH3:36])[CH3:37].[Cl:21][CH2:22][c:23]1[cH:24][cH:25][cH:26][cH:27][cH:28]1>>[C:1]([O:2][CH2:22][c:23]1[cH:24][cH:25][cH:26][cH:27][cH:28]1)(=[O:3])[c:4]1[cH:5][cH:6][c:7]([NH:10][S:11](=[O:12])(=[O:13])[c:14]2[cH:15][cH:16][c:17]([CH3:20])[cH:18][cH:19]2)[cH:8][cH:9]1.